This data is from the Open Reaction Database (ORD), a public repository of structured organic reaction records. The task is: describe an organic reaction: reactants, conditions, products, and yield Starting materials: O=C(O)C(F)(F)F, O, CC1(C)OC2C(COS(N)(=O)=O)OC(n3cnc4c(C#Cc5ccccc5)ncnc43)C2O1. Product: NS(=O)(=O)OCC1OC(n2cnc3c(C#Cc4ccccc4)ncnc32)C(O)C1O. Reaction SMILES: [F:35][C:36]([F:37])([F:38])[C:39]([OH:40])=[O:41].[OH2:34].[S:1]([NH2:2])([O:3][CH2:4][CH:5]1[O:6][CH:7]([n:15]2[c:16]3[n:17][cH:18][n:19][c:20]([C:24]#[C:25][c:26]4[cH:27][cH:28][cH:29][cH:30][cH:31]4)[c:21]3[n:22][cH:23]2)[CH:8]2[O:9][C:10]([CH3:13])([CH3:14])[O:11][CH:12]12)(=[O:32])=[O:33]>>[S:1]([NH2:2])([O:3][CH2:4][CH:5]1[O:6][CH:7]([n:15]2[c:16]3[n:17][cH:18][n:19][c:20]([C:24]#[C:25][c:26]4[cH:27][cH:28][cH:29][cH:30][cH:31]4)[c:21]3[n:22][cH:23]2)[CH:8]([OH:9])[CH:12]1[OH:11])(=[O:32])=[O:33]. The reactants are COC(C1=CC(=CC(=C1)Cl)N)=O (3-amino-5-chloro-benzoic acid methyl ester), BrC=1C=C(C=O)C=CC1 (3-bromo-benzaldehyde). Reagents/catalysts: C1(=CC=C(C=C1)S(=O)(=O)O)C (p-toluenesulfonic acid). Run in C1(=CC=CC=C1)C (toluene). Yields the product COC(C1=CC(=CC(=C1)Cl)N=CC1=CC(=CC=C1)Br)=O (3-[(3-bromo-benzylidene)-amino]-5-chloro-benzoic acid methyl ester). The yield is 99.7%. Reaction SMILES: [CH3:1][O:2][C:3](=[O:12])[C:4]1[CH:9]=[C:8]([Cl:10])[CH:7]=[C:6]([NH2:11])[CH:5]=1.[Br:13][C:14]1[CH:15]=[C:16]([CH:19]=[CH:20][CH:21]=1)[CH:17]=O>C1(C)C=CC=CC=1.C1(C)C=CC(S(O)(=O)=O)=CC=1>[CH3:1][O:2][C:3](=[O:12])[C:4]1[CH:9]=[C:8]([Cl:10])[CH:7]=[C:6]([N:11]=[CH:17][C:16]2[CH:19]=[CH:20][CH:21]=[C:14]([Br:13])[CH:15]=2)[CH:5]=1. Reported procedure: A mixture solution of 3-amino-5-chloro-benzoic acid methyl ester (21 g, 113.2 mmol), 3-bromo-benzaldehyde (21 g, 113.2 mmol) and p-toluenesulfonic acid (431 mg, 2.2 mmol) in toluene (200 mL) was heated to reflux for 12 hours. Then the reaction mixture was cooled to room temperature. The solvent was removed in vacuo and the residue was washed with ether to afford 3-[(3-bromo-benzylidene)-amino]-5-chloro-benzoic acid methyl ester (39.8 g, quant.) as a pale-white solid: MS calcd. for C15H11BrClNO2 ... Reactants: ClC=1C=CC(=C(C1)C1=CC(N(C=C1)C(C(=O)NC1=CC=C(C(=O)OC(C)(C)C)C=C1)CC=1C=NC=CC1)=O)C(F)(F)F (tert-Butyl 4-{[2-{4-[5-chloro-2-(trifluoromethyl)phenyl]-2-oxopyridin-1(2H)-yl}-3-(pyridin-3-yl)propanoyl]amino}benzoate), C(=O)(C(F)(F)F)O (TFA). Yields the product ClC=1C=CC(=C(C1)C1=CC(N(C=C1)C(C(=O)NC1=CC=C(C(=O)O)C=C1)CC=1C=NC=CC1)=O)C(F)(F)F (4-{[2-{4-[5-Chloro-2-(trifluoromethyl)phenyl]-2-oxopyridin-1(2H)-yl}-3-(pyridin-3-yl)propanoyl]amino}benzoic acid). As a reaction SMILES: [Cl:1][C:2]1[CH:3]=[CH:4][C:5]([C:39]([F:42])([F:41])[F:40])=[C:6]([C:8]2[CH:13]=[CH:12][N:11]([CH:14]([CH2:31][C:32]3[CH:33]=[N:34][CH:35]=[CH:36][CH:37]=3)[C:15]([NH:17][C:18]3[CH:30]=[CH:29][C:21]([C:22]([O:24]C(C)(C)C)=[O:23])=[CH:20][CH:19]=3)=[O:16])[C:10](=[O:38])[CH:9]=2)[CH:7]=1.C(O)(C(F)(F)F)=O>>[Cl:1][C:2]1[CH:3]=[CH:4][C:5]([C:39]([F:42])([F:40])[F:41])=[C:6]([C:8]2[CH:13]=[CH:12][N:11]([CH:14]([CH2:31][C:32]3[CH:33]=[N:34][CH:35]=[CH:36][CH:37]=3)[C:15]([NH:17][C:18]3[CH:19]=[CH:20][C:21]([C:22]([OH:24])=[O:23])=[CH:29][CH:30]=3)=[O:16])[C:10](=[O:38])[CH:9]=2)[CH:7]=1. Procedure details: 33 mg (purity 94%, 0.05 mmol) of tert-butyl 4-{[2-{4-[5-chloro-2-(trifluoromethyl)phenyl]-2-oxopyridin-1(2H)-yl}-3-(pyridin-3-yl)propanoyl]amino}benzoate (racemate) (Example 9.1C) were hydrolysed with TFA according to General Method 2. Yield: 11 mg (40% of theory) Reactants: [Na].CC=1C(=NC=CC1OCC1(OCC2(OCCO2)CO1)C)CS(=O)C1=NC2=C(N1)C=CC=C2 (2-(((3-methyl-4-((8-methyl-1,4,7,9-tetraoxaspiro[4.5]dec-8-yl)methoxy)pyridin-2-yl)methyl)sulfinyl)-1H-benzimidazole sodium salt), ClC1=CC(=CC=C1)C(=O)OO (3-chloroperbenzoic acid), CC1(OCC(CO1)COC1=C(C(=NC=C1)CO)C)C ((4-((2,2-dimethyl-1,3-dioxan-5-yl)methoxy)-3-methylpyridin-2-yl)methanol). Product: N1C(=NC2=C1C=C1C(=C2)OCCO1)S (6,7-dihydro-1H-[1.4]dioxino[2′.3′:4.5]benzo[d]imidazole-2-thiol). As a reaction SMILES: [Na].CC1C(C[S:23]([C:25]2[NH:29][C:28]3[CH:30]=[CH:31][CH:32]=[CH:33][C:27]=3[N:26]=2)=O)=NC=CC=1OCC1(C)OCC2(OCCO2)CO1.ClC1C=CC=[C:37]([C:41]([O:43]O)=O)C=1.CC1(C)OCC(COC2C=CN=C(CO)C=2C)C[O:47]1>>[NH:29]1[C:28]2[CH:30]=[C:31]3[O:43][CH2:41][CH2:37][O:47][C:32]3=[CH:33][C:27]=2[N:26]=[C:25]1[SH:23] |f:0.1,^1:0|. Procedure details: The same procedure as in the steps (5f) to (5h) above (a reprecipitation operation was not performed in oxidation step with 3-chloroperbenzoic acid) was repeated using (4-((2,2-dimethyl-1,3-dioxan-5-yl)methoxy)-3-methylpyridin-2-yl)methanol obtained in the step (12b) and 6,7-dihydro-1H-[1.4]dioxino[2′.3′:4.5]benzo[d]imidazole-2-thiol to obtain the title compound (137 mg, total 25.8% yield) as a light yellow solid. Starting materials: O=C(NC1CN2CCC1CC2)c1cc2ccc(Br)cc2o1, [Na+], CN(C)C=O, [OH-], OCc1ccc(B(O)O)cc1. Product: O=C(NC1CN2CCC1CC2)c1cc2ccc(-c3ccc(CO)cc3)cc2o1. RXN SMILES: [N:12]12[CH2:13][CH:14]([NH:20][C:21](=[O:22])[c:23]3[o:24][c:25]4[c:26]([cH:27]3)[cH:28][cH:29][c:30]([Br:32])[cH:31]4)[CH:15]([CH2:16][CH2:17]1)[CH2:18][CH2:19]2.[Na+:34].[O:35]=[CH:36][N:37]([CH3:38])[CH3:39].[OH-:33].[OH:1][CH2:2][c:3]1[cH:4][cH:5][c:6]([B:9]([OH:10])[OH:11])[cH:7][cH:8]1>>[OH:1][CH2:2][c:3]1[cH:4][cH:5][c:6](-[c:30]2[cH:29][cH:28][c:26]3[c:25]([o:24][c:23]([C:21]([NH:20][CH:14]4[CH2:13][N:12]5[CH2:17][CH2:16][CH:15]4[CH2:18][CH2:19]5)=[O:22])[cH:27]3)[cH:31]2)[cH:7][cH:8]1.